This data is from the Open Reaction Database (ORD), a public repository of structured organic reaction records. The task is: describe an organic reaction: reactants, conditions, products, and yield Starting materials: Cl[SiH]1CCC(CC1)C1=CC=C(C=C1)F (1-chloro-4-(p-fluorophenyl)-1-silacyclohexane), C(CCC)[C@@H]1CC[C@H](CC1)CC[Mg]Br (2-(trans-4-n-butylcyclohexyl)ethylmagnesium bromide), C(C)[C@@H]1CC[C@H](CC1)CC[Mg]Br (2-(trans-4-ethylcyclohexyl) ethylmagnesium bromide), Cl[SiH]1CCC(CC1)C1=CC(=C(C=C1)F)F (1-chloro-4-(3,4-difluorophenyl)-1-silacyclohexane). Product: C(C)[C@@H]1CC[C@H](CC1)CC[Si@@H]1CC[C@H](CC1)C1=CC=C(C=C1)F (trans-1-(2-(trans-4-ethylcyclohexyl)ethyl)-4-p-fluorophenyl-1-silacyclohexane). Reaction SMILES: Cl[SiH:2]1[CH2:7][CH2:6][CH:5]([C:8]2[CH:13]=[CH:12][C:11]([F:14])=[CH:10][CH:9]=2)[CH2:4][CH2:3]1.[CH2:15]([C@H:17]1[CH2:22][CH2:21][C@H:20]([CH2:23][CH2:24][Mg]Br)[CH2:19][CH2:18]1)[CH3:16].Cl[SiH]1CCC(C2C=CC(F)=C(F)C=2)CC1.C([C@H]1CC[C@H](CC[Mg]Br)CC1)CCC>>[CH2:15]([C@H:17]1[CH2:22][CH2:21][C@H:20]([CH2:23][CH2:24][Si@H:2]2[CH2:7][CH2:6][C@H:5]([C:8]3[CH:13]=[CH:12][C:11]([F:14])=[CH:10][CH:9]=3)[CH2:4][CH2:3]2)[CH2:19][CH2:18]1)[CH3:16]. Procedure: The preparation was conducted in the same manner as in Example 18, except that 22.8 g (100 mmol) of 1-chloro-4-(p-fluorophenyl)-1-silacyclohexane and 2-(trans-4-ethylcyclohexyl) ethylmagnesium bromide were used instead of 24.6 g (100 mmol) of 1-chloro-4-(3,4-difluorophenyl)-1-silacyclohexane and 2-(trans-4-n-butylcyclohexyl)ethylmagnesium bromide. Reactants: [Si](C)(C)(C(C)(C)C)OCCC(C#N)C1=C(C=CC=C1)C(F)(F)F (4-(tert-Butyldimethylsilyloxy)-2-(2-trifluoromethylphenyl)butyronitrile), [F-].C(CCC)[N+](CCCC)(CCCC)CCCC (Tetrabutylammonium fluoride). Solvent: O1CCCC1 (tetrahydrofuran). Conditions: time 4.5 hour. Product: OCCC(C#N)C1=C(C=CC=C1)C(F)(F)F (4-hydroxy-2-(2-trifluoromethylphenyl)butyronitrile). Yield: 92.9%. Reaction SMILES: [Si]([O:8][CH2:9][CH2:10][CH:11]([C:14]1[CH:19]=[CH:18][CH:17]=[CH:16][C:15]=1[C:20]([F:23])([F:22])[F:21])[C:12]#[N:13])(C(C)(C)C)(C)C.[F-].C([N+](CCCC)(CCCC)CCCC)CCC>O1CCCC1>[OH:8][CH2:9][CH2:10][CH:11]([C:14]1[CH:19]=[CH:18][CH:17]=[CH:16][C:15]=1[C:20]([F:21])([F:22])[F:23])[C:12]#[N:13] |f:1.2|. Reported procedure: 4-(tert-Butyldimethylsilyloxy)-2-(2-trifluoromethylphenyl)butyronitrile (5 g) was dissolved in tetrahydrofuran (70 mL). Tetrabutylammonium fluoride (1 M solution in tetrahydrofuran) (18 mL) was added and the mixture was stirred at room temperature for 4.5 hours. The reaction solution was concentrated under reduced pressure and the residue was purified by silica gel column chromatography to obtain the title compound (3.1 g). The property values of the compound are as follows. Reactants: ClC1=C(C#N)C=C(C=C1OC1=C(C=CC=2N(N=NC21)CC2=NN(C1=NC(=CC=C12)NCC1=CC=C(C=C1)OC)CC1=CC=C(C=C1)OC)Cl)Cl (2,5-dichloro-3-{[5-chloro-1-({1-(4-methoxybenzyl)-6-[(4-methoxybenzyl)amino]-1H-pyrazolo[3,4-b]pyridin-3-yl}methyl)-1H-1,2,3-benzotriazol-4-yl]oxy}benzonitrile). Run in C(=O)(C(F)(F)F)O (TFA). Reaction conditions: temperature 75 celsius, time 1 hour. Product: NC1=CC=C2C(=N1)NN=C2CN2N=NC1=C2C=CC(=C1OC=1C(=C(C#N)C=C(C1)Cl)Cl)Cl (3-({1-[(6-amino-1H-pyrazolo[3,4-b]pyridin-3-yl)methyl]-5-chloro-1H-1,2,3-benzotriazol-4-yl}oxy)-2,5-dichlorobenzonitrile). Reaction SMILES: [Cl:1][C:2]1[C:9]([O:10][C:11]2[C:19]3[N:18]=[N:17][N:16]([CH2:20][C:21]4[C:29]5[C:24](=[N:25][C:26]([NH:30]CC6C=CC(OC)=CC=6)=[CH:27][CH:28]=5)[N:23](CC5C=CC(OC)=CC=5)[N:22]=4)[C:15]=3[CH:14]=[CH:13][C:12]=2[Cl:49])=[CH:8][C:7]([Cl:50])=[CH:6][C:3]=1[C:4]#[N:5]>C(O)(C(F)(F)F)=O>[NH2:30][C:26]1[N:25]=[C:24]2[NH:23][N:22]=[C:21]([CH2:20][N:16]3[C:15]4[CH:14]=[CH:13][C:12]([Cl:49])=[C:11]([O:10][C:9]5[C:2]([Cl:1])=[C:3]([CH:6]=[C:7]([Cl:50])[CH:8]=5)[C:4]#[N:5])[C:19]=4[N:18]=[N:17]3)[C:29]2=[CH:28][CH:27]=1. Reported procedure: 2,5-dichloro-3-{[5-chloro-1-({1-(4-methoxybenzyl)-6-[(4-methoxybenzyl)amino]-1H-pyrazolo[3,4-b]pyridin-3-yl}methyl)-1H-1,2,3-benzotriazol-4-yl]oxy}benzonitrile (60 mg, 0.083 mmol) was dissolved in TFA and heated to 75° C. After 1 hour, the reaction mixture was concentrated under reduced pressure and re-constituted in EtOAc (15 mL). The reconstituted mixture was then washed with saturated aqueous sodium carbonate (5 mL) and then with water (5 mL). The combined aqueous layers were back-extracted w... Starting materials: ClC(C=O)(Cl)Cl (Trichloroacetaldehyde), C(CC)(=O)OC(CC)=O (propionic anhydride), Cl(=O)(=O)(=O)O (perchloric acid). Product: C(CC)(=O)OC(C(Cl)(Cl)Cl)OC(CC)=O (2,2,2-Trichloroethylidene Bispropionate). RXN SMILES: [Cl:1][C:2]([Cl:6])([Cl:5])[CH:3]=[O:4].[C:7]([O:11]C(=O)CC)(=[O:10])[CH2:8][CH3:9].Cl(O)(=O)(=O)=O>>[C:7]([O:4][CH:3]([O:11][C:7](=[O:10])[CH2:8][CH3:9])[C:2]([Cl:6])([Cl:5])[Cl:1])(=[O:10])[CH2:8][CH3:9]. Reported procedure: Trichloroacetaldehyde (0.2 mol) and propionic anhydride (0.2 mol) were reacted in the presence of 0.2 ml 70% perchloric acid by the procedure of Example 4. The resulting 2,2,2-trichloroethylidene bispropionate product (13 g) distilled at 65°-66° C (0.1 mm/Hg). Elemental analysis for C8H11Cl3O4 showed: %Cl, calc. 38.3, found 38.1. Reactants: CN(C)C=O, COc1cc(CCl)ccc1OCc1nc(-c2ccco2)oc1C, [H-], [Na+], O, CCOC(=O)c1cn(Cc2cccnc2)nc1O. The product is CCOC(=O)c1cn(Cc2cccnc2)nc1OCc1ccc(OCc2nc(-c3ccco3)oc2C)c(OC)c1. As a reaction SMILES: [CH3:42][N:43]([CH3:44])[CH:45]=[O:46].[Cl:1][CH2:2][c:3]1[cH:4][c:5]([O:22][CH3:23])[c:6]([O:7][CH2:8][c:9]2[n:10][c:11](-[c:15]3[o:16][cH:17][cH:18][cH:19]3)[o:12][c:13]2[CH3:14])[cH:20][cH:21]1.[H-:47].[Na+:48].[OH2:49].[OH:24][c:25]1[n:26][n:27]([CH2:35][c:36]2[cH:37][n:38][cH:39][cH:40][cH:41]2)[cH:28][c:29]1[C:30](=[O:31])[O:32][CH2:33][CH3:34]>>[CH2:2]([c:3]1[cH:4][c:5]([O:22][CH3:23])[c:6]([O:7][CH2:8][c:9]2[n:10][c:11](-[c:15]3[o:16][cH:17][cH:18][cH:19]3)[o:12][c:13]2[CH3:14])[cH:20][cH:21]1)[O:24][c:25]1[n:26][n:27]([CH2:35][c:36]2[cH:37][n:38][cH:39][cH:40][cH:41]2)[cH:28][c:29]1[C:30](=[O:31])[O:32][CH2:33][CH3:34]. Starting materials: COC(C1=CC(=C(C=C1)OCCCC#N)Cl)=O (3-Chloro-4-(4-nitrilo-butoxy)-benzoic acid methyl ester), CO (methanol), [OH-].[Na+] (sodium hydroxide). The solvent is C1CCOC1 (THF). Reaction conditions: time 1 hour. Product: ClC=1C=C(C(=O)O)C=CC1OCCCC#N (3-Chloro-4-(4-nitrilo-butoxy)-benzoic acid). Yield: 95.0%. RXN SMILES: C[O:2][C:3](=[O:17])[C:4]1[CH:9]=[CH:8][C:7]([O:10][CH2:11][CH2:12][CH2:13][C:14]#[N:15])=[C:6]([Cl:16])[CH:5]=1.CO.[OH-].[Na+]>C1COCC1>[Cl:16][C:6]1[CH:5]=[C:4]([CH:9]=[CH:8][C:7]=1[O:10][CH2:11][CH2:12][CH2:13][C:14]#[N:15])[C:3]([OH:17])=[O:2] |f:2.3|. Procedure details: A solution of 3-Chloro-4-(4-nitrilo-butoxy)-benzoic acid methyl ester (6.24 g, 24.6 mmol in THF (100 ml) and methanol (100 ml) was treated with 5 N sodium hydroxide solution (35 ml) with stirring at room temperature for 1 h. The reaction mixture was concentrated in vacuo, diluted with water, and acidified to pH 1 with 5 N hydrochloric acid. The resulting suspension was extracted with ethyl acetate. The organic layer was dried (MgSO4), filtered, and concentrated in vacuo. The resulting off white ... Reactants: C1CCOC1, COCCCCn1c(C(=O)N(CC(C)C)C2CC(C(=O)N(C)OC)CN(C(=O)OC(C)(C)C)C2)nc2ccccc21, [Cl-], [NH4+]. The product is COCCCCn1c(C(=O)N(CC(C)C)C2CC(C(C)=O)CN(C(=O)OC(C)(C)C)C2)nc2ccccc21. RXN SMILES: [CH2:44]1[O:45][CH2:46][CH2:47][CH2:48]1.[CH3:1][O:2][CH2:3][CH2:4][CH2:5][CH2:6][n:7]1[c:8]([C:16](=[O:17])[N:18]([CH:19]2[CH2:20][N:21]([C:31](=[O:32])[O:33][C:34]([CH3:35])([CH3:36])[CH3:37])[CH2:22][CH:23]([C:25]([N:26]([O:27][CH3:28])[CH3:29])=[O:30])[CH2:24]2)[CH2:38][CH:39]([CH3:40])[CH3:41])[n:9][c:10]2[c:11]1[cH:12][cH:13][cH:14][cH:15]2.[Cl-:42].[NH4+:43]>>[CH3:1][O:2][CH2:3][CH2:4][CH2:5][CH2:6][n:7]1[c:8]([C:16](=[O:17])[N:18]([CH:19]2[CH2:20][N:21]([C:31](=[O:32])[O:33][C:34]([CH3:35])([CH3:36])[CH3:37])[CH2:22][CH:23]([C:25](=[O:30])[CH3:44])[CH2:24]2)[CH2:38][CH:39]([CH3:40])[CH3:41])[n:9][c:10]2[c:11]1[cH:12][cH:13][cH:14][cH:15]2. RXN SMILES: [Br:5][c:6]1[cH:7][n:8][c:9]([Cl:12])[n:10][cH:11]1.[CH3:17][CH2:18][O:19][C:20]([CH3:21])=[O:22].[CH3:1][S:2]([CH3:3])=[O:4].[Na:13][C:14]#[N:15].[OH2:16]>>[Br:5][c:6]1[cH:7][n:8][c:9]([C:14]#[N:15])[n:10][cH:11]1. Yields the product N#Cc1ncc(Br)cn1. Starting materials: Clc1ncc(Br)cn1, CCOC(C)=O, CS(C)=O, N#C[Na], O.